Dataset: the Open Reaction Database (ORD), a public repository of structured organic reaction records. Task: describe an organic reaction: reactants, conditions, products, and yield The reactants are C([O-])(O)=O.[Na+] (sodium bicarbonate), [H-].[Na+] (sodium hydride), ice water, ice, C(C)(C)(C)OC(=O)N1C[C@@H]([C@H](CC1)C1=CC=C(C=C1)OCCCOS(=O)(=O)C)OCC1=CC=C2C=CC=NC2=C1 ((3R,4R)-4-[4-(3-methanesulfonyloxy-propoxy)-phenyl]-3-(quinolin-7-ylmethoxy)-piperidine-1-carboxylic acid tert-butyl ester), C1(CC1)CO (cyclopropyl carbinol). Solvent: O1CCCC1 (tetrahydrofuran). Run at temperature 55 celsius, time 1.5 hour. The product is C(C)(C)(C)OC(=O)N1C[C@@H]([C@H](CC1)C1=CC=C(C=C1)OCCCOCC1CC1)OCC1=CC=C2C=CC=NC2=C1 ((3R,4R)-4-[4-(3-cyclopropylmethoxy-propoxy)-phenyl]-3-(quinolin-7-ylmethoxy)-piperidine-1-carboxylic acid tert-butyl ester). The yield is 99.0%. As a reaction SMILES: [C:1]([O:5][C:6]([N:8]1[CH2:13][CH2:12][C@H:11]([C:14]2[CH:19]=[CH:18][C:17]([O:20][CH2:21][CH2:22][CH2:23][O:24]S(C)(=O)=O)=[CH:16][CH:15]=2)[C@@H:10]([O:29][CH2:30][C:31]2[CH:40]=[C:39]3[C:34]([CH:35]=[CH:36][CH:37]=[N:38]3)=[CH:33][CH:32]=2)[CH2:9]1)=[O:7])([CH3:4])([CH3:3])[CH3:2].[CH:41]1([CH2:44]O)[CH2:43][CH2:42]1.[H-].[Na+].C(=O)(O)[O-].[Na+]>O1CCCC1>[C:1]([O:5][C:6]([N:8]1[CH2:13][CH2:12][C@H:11]([C:14]2[CH:19]=[CH:18][C:17]([O:20][CH2:21][CH2:22][CH2:23][O:24][CH2:44][CH:41]3[CH2:43][CH2:42]3)=[CH:16][CH:15]=2)[C@@H:10]([O:29][CH2:30][C:31]2[CH:40]=[C:39]3[C:34]([CH:35]=[CH:36][CH:37]=[N:38]3)=[CH:33][CH:32]=2)[CH2:9]1)=[O:7])([CH3:4])([CH3:3])[CH3:2] |f:2.3,4.5|. Reported procedure: To an ice-cooled solution of 3.50 g (6.13 mmol) of the (3R,4R)-4-[4-(3-methanesulfonyloxy-propoxy)-phenyl]-3-(quinolin-7-ylmethoxy)-piperidine-1-carboxylic acid tert-butyl ester and 4.97 ml (4.42 g, 61.33 mmol, 10.0 equiv.) of cyclopropyl carbinol in 25 ml of tetrahydrofuran was added 0.535 g (12.27 mmol, 2.0 equiv.) of sodium hydride dispersion (55% in mineral oil) in portions. The mixture was warmed to 55° C. and stirred for 1.5 h. The reaction mixture was poured into 200 ml of an ice/water mi... Reactants: [Br-], CCCCCCCCCCCCCCCCOCC(C=O)OCc1ccccc1, C[Mg+], Cl, C1CCOC1. Product: CCCCCCCCCCCCCCCCOCC(OCc1ccccc1)C(C)O. RXN SMILES: [Br-:30].[CH2:1]([CH2:2][CH2:3][CH2:4][CH2:5][CH2:6][CH2:7][CH2:8][CH2:9][CH2:10][CH2:11][CH2:12][CH2:13][CH2:14][CH2:15][CH3:16])[O:17][CH2:18][CH:19]([CH:20]=[O:21])[O:22][CH2:23][c:24]1[cH:25][cH:26][cH:27][cH:28][cH:29]1.[CH3:31][Mg+:32].[ClH:33].[O:34]1[CH2:35][CH2:36][CH2:37][CH2:38]1>>[CH2:1]([CH2:2][CH2:3][CH2:4][CH2:5][CH2:6][CH2:7][CH2:8][CH2:9][CH2:10][CH2:11][CH2:12][CH2:13][CH2:14][CH2:15][CH3:16])[O:17][CH2:18][CH:19]([CH:20]([OH:21])[CH3:31])[O:22][CH2:23][c:24]1[cH:25][cH:26][cH:27][cH:28][cH:29]1. Starting materials: FC=1C=C(C(=O)C2=CC(=CC=C2)F)C=CC1 (3,3'-difluorobenzophenone), ClP(OCC)(OCC)=O (diethyl chlorophosphonate), C(C)(C)NC(C)C (diisopropylamine), C(CCC)[Li] (n-butyl lithium). Run in CCCCCC (hexane), O1CCCC1 (tetrahydrofurane), C(C)(C)(C)N=CC (acetaldehyde N-tertbutylimine). Product: FC=1C=C(C=CC1)C(=CC=O)C1=CC(=CC=C1)F (3,3-bis(3-fluorophenyl)-2-propenal). As a reaction SMILES: [F:1][C:2]1[CH:3]=[C:4]([CH:14]=[CH:15][CH:16]=1)[C:5]([C:7]1[CH:12]=[CH:11][CH:10]=[C:9]([F:13])[CH:8]=1)=O.C(NC(C)C)(C)C.C([Li])CCC.ClP(=O)(OCC)[O:31][CH2:32][CH3:33]>CCCCCC.C(N=CC)(C)(C)C.O1CCCC1>[F:1][C:2]1[CH:3]=[C:4]([C:5]([C:7]2[CH:12]=[CH:11][CH:10]=[C:9]([F:13])[CH:8]=2)=[CH:33][CH:32]=[O:31])[CH:14]=[CH:15][CH:16]=1. Reported procedure: The compound was prepared according to the procedure described in Example 84. The following reagents were used: 3,3'-difluorobenzophenone (19.8 g), diisopropylamine (32.2 mL), 1.55M n-butyl lithium in hexane (148 mL), acetaldehyde N-tertbutylimine (14.75 mL), diethyl chlorophosphonate (16.6 mL) and tetrahydrofurane (200 mL). The usual work up gave 23 g of material which was crystallized from hexane to give 17.4 g of 3,3-bis(3-fluorophenyl)-2-propenal, mp 51°-53° C. A small portion was recrystall... Reactants: C(C)(C)(C)C1=C(C(=CC=C1)C(C)(C)C)O (2,6-di-tert-butylphenol), 2-sec-6-tert-di-butylphenol, C1(=CC=CC=C1)O (phenol). The product is C(C)(C)(C)C1=C(C=CC(=C1)C(C)(C)C)O (2,4-di-tert-butylphenol). RXN SMILES: [C:1]([C:5]1[CH:10]=[CH:9][CH:8]=[C:7]([C:11]([CH3:14])([CH3:13])[CH3:12])[C:6]=1O)([CH3:4])([CH3:3])[CH3:2].C1([OH:22])C=CC=CC=1>>[C:1]([C:5]1[CH:6]=[C:7]([C:11]([CH3:14])([CH3:13])[CH3:12])[CH:8]=[CH:9][C:10]=1[OH:22])([CH3:4])([CH3:3])[CH3:2]. Procedure: 106 grams of crude 2,6-di-tert-butylphenol containing 75.4% 2,6-di-tert-butylphenol and 0.43% 2-sec-6-tert-di-butylphenol was transalkylated with phenol using 5 grams of Dowex® 2030 ion exchange resin (DR-2030; a styrenic plastic bead functionalized with sulfonic acid groups) at 75° C. for 5 hours to produce 75.4% 2,4-di-tert-butylphenol containing 0.3% 2-sec-4-tert-di-butylphenol and no measurable amounts of 2-sec-6-tert-di-butylphenol.